This data is from the Open Reaction Database (ORD), a public repository of structured organic reaction records. The task is: describe an organic reaction: reactants, conditions, products, and yield The reactants are CCCCCCCCOc1ccc(-c2ccc(B(O)O)c(F)c2F)cc1, OO. Product: CCCCCCCCOc1ccc(-c2ccc(O)c(F)c2F)cc1. RXN SMILES: [F:1][c:2]1[c:3](-[c:12]2[cH:13][cH:14][c:15]([O:18][CH2:19][CH2:20][CH2:21][CH2:22][CH2:23][CH2:24][CH2:25][CH3:26])[cH:16][cH:17]2)[cH:4][cH:5][c:6]([B:9]([OH:10])[OH:11])[c:7]1[F:8].[OH:27][OH:28]>>[F:1][c:2]1[c:3](-[c:12]2[cH:13][cH:14][c:15]([O:18][CH2:19][CH2:20][CH2:21][CH2:22][CH2:23][CH2:24][CH2:25][CH3:26])[cH:16][cH:17]2)[cH:4][cH:5][c:6]([OH:27])[c:7]1[F:8]. Starting materials: COC1(CCN(CC1)CCCCS(=O)(=O)C1=CC=CC=C1)CNC(=O)OC(C)(C)C (4-Methoxy-1-(4-phenylsulfonylbutyl)-4-tert-butoxycarbonylaminomethylpiperidine), Cl.C(C)(C)O (hydrochloric acid isopropyl alcohol). Product: Cl.Cl.NCC1(CCN(CC1)CCCCS(=O)(=O)C1=CC=CC=C1)OC (4-aminomethyl-4-methoxy-1-(4-phenylsulfonylbutyl)piperidine dihydrochloride). As a reaction SMILES: [CH3:1][O:2][C:3]1([CH2:22][NH:23]C(OC(C)(C)C)=O)[CH2:8][CH2:7][N:6]([CH2:9][CH2:10][CH2:11][CH2:12][S:13]([C:16]2[CH:21]=[CH:20][CH:19]=[CH:18][CH:17]=2)(=[O:15])=[O:14])[CH2:5][CH2:4]1.[ClH:31].C(O)(C)C>>[ClH:31].[ClH:31].[NH2:23][CH2:22][C:3]1([O:2][CH3:1])[CH2:8][CH2:7][N:6]([CH2:9][CH2:10][CH2:11][CH2:12][S:13]([C:16]2[CH:21]=[CH:20][CH:19]=[CH:18][CH:17]=2)(=[O:15])=[O:14])[CH2:5][CH2:4]1 |f:1.2,3.4.5|. Reported procedure: 1H-NMR (CDCl3,ppm)δ: 1.42-1.86(17 H,m), 2.22-2.50(6 H,m), 3.09-3.19(7 H,m), 4.68(1 H,br), 7.54-7.70(3 H,m), 7.89-7.93(2 H,m) (2) 4-Methoxy-1-(4-phenylsulfonylbutyl)-4-tert-butoxycarbonylaminomethylpiperidine (2.58 g) and 15% hydrochloric acid-isopropyl alcohol (15 ml) were reacted and treated in the same manner as in Preparation Example 138(2) to give 2.2 g of 4-aminomethyl-4-methoxy-1-(4-phenylsulfonylbutyl)piperidine dihydrochloride. The reactants are CN(C)C(=[N+](C)C)ON1C2=C(C=CC=C2)N=N1.[B-](F)(F)(F)F (TBTU), C(C1=CC=CC=C1)OC(C[C@H](C(=O)N[C@@H](C(C)(C)C)C(NC)=O)NC(=O)OC(C)(C)C)=O (3(R)-t-butyloxycarbonylamino-N-(2,2-dimethyl-1(S)-(methylcarbamoyl)propyl)succinamic acid benzyl ester), N[C@@H](CC(C)C)C=1NC=CN1 (2-(1(S)-amino-3-methyl-butyl)-imidazole), Cl.C(C1=CC=CC=C1)OC(C[C@H](C(=O)O)N1C=C(C=C1)C1=CC=C(C=C1)C1=CC=NC=C1)=O (2(R)-[3-(4-(pyridin-4-yl)phenyl]-1H-pyrrol-1-yl]succinic acid 4-benzyl ester hydrochloride). Product: C(C1=CC=CC=C1)OC(C[C@H](C(=O)N[C@@H](CC(C)C)C=1NC=CN1)N1C=C(C=C1)C1=CC=C(C=C1)C1=CC=NC=C1)=O (N-[1(S)-(1H-imidazol-2-yl)-3-methylbutyl]-3(R)-[3-[4-(pyridin-4-yl)phenyl]-1H-pyrrol-1-yl]succinamic acid benzyl ester). The yield is 41.0%. As a reaction SMILES: C(OC(=O)C[C@@H](NC(OC(C)(C)C)=O)C(N[C@H](C(=O)NC)C(C)(C)C)=O)C1C=CC=CC=1.[NH2:33][C@H:34]([C:39]1[NH:40][CH:41]=[CH:42][N:43]=1)[CH2:35][CH:36]([CH3:38])[CH3:37].Cl.[CH2:45]([O:52][C:53](=[O:76])[CH2:54][C@@H:55]([N:59]1[CH:63]=[CH:62][C:61]([C:64]2[CH:69]=[CH:68][C:67]([C:70]3[CH:75]=[CH:74][N:73]=[CH:72][CH:71]=3)=[CH:66][CH:65]=2)=[CH:60]1)[C:56](O)=[O:57])[C:46]1[CH:51]=[CH:50][CH:49]=[CH:48][CH:47]=1.CN(C(ON1N=NC2C=CC=CC1=2)=[N+](C)C)C.[B-](F)(F)(F)F>>[CH2:45]([O:52][C:53](=[O:76])[CH2:54][C@@H:55]([N:59]1[CH:63]=[CH:62][C:61]([C:64]2[CH:65]=[CH:66][C:67]([C:70]3[CH:75]=[CH:74][N:73]=[CH:72][CH:71]=3)=[CH:68][CH:69]=2)=[CH:60]1)[C:56]([NH:33][C@H:34]([C:39]1[NH:43][CH:42]=[CH:41][N:40]=1)[CH2:35][CH:36]([CH3:38])[CH3:37])=[O:57])[C:46]1[CH:47]=[CH:48][CH:49]=[CH:50][CH:51]=1 |f:2.3,4.5|. Procedure: According to the procedure described in Example 1(b) for the preparation of 3(R)-t-butyloxycarbonylamino-N-(2,2-dimethyl-1(S)-(methylcarbamoyl)propyl)succinamic acid benzyl ester, 2-(1(S)-amino-3-methyl-butyl)-imidazole (See Chen, J. J.; Zhang, Y.; Hammond, S.; Dewdney, N.: Ho, T.; Browner, M. F.; Castelhano, A. L., submitted for publication; and Abel-Meguid, S. S.; Metcalf B. W.; Caw, T. J.; DeMarsh, P.; Des Jarlais, R. L.; Fisher, S.; Green, D. W.; et al. Biochemistry, 1994, 33, 11671-11677) a... The reactants are BrC1=CC2=C(N1C(C)C)C(N(C2=O)C=2C(=NC=C(C2)Cl)OC)C2=CC=C(C=C2)Cl (2-bromo-5-(5-chloro-2-methoxy-pyridin-3-yl)-6-(4-chloro-phenyl)-1-isopropyl-5,6-dihydro-1H-pyrrolo[3,4-b]pyrrol-4-one), COC1=NC(=NC=C1B1OC(C(O1)(C)C)(C)C)N (4-methoxy-5-(4,4,5,5-tetramethyl-[1,3,2]dioxaborolan-2-yl)-pyrimidin-2-ylamine), COC=1C(=CC(N(C1)C)=O)B1OC(C(O1)(C)C)(C)C (5-methoxy-1-methyl-4-(4,4,5,5-tetramethyl-[1,3,2]dioxaborolan-2-yl)-1H-pyridin-2-one), BrC1=CC2=C(N1C(C)C)C(N(C2=O)C2=C(C=CC(=C2)Cl)C)C2=CC=C(C=C2)Cl (2-bromo-5-(5-chloro-2-methyl-phenyl)-6-(4-chloro-phenyl)-1-isopropyl-5,6-dihydro-1H-pyrrolo[3,4-b]pyrrol-4-one). Product: ClC=1C=C(C(=NC1)OC)N1C(C=2N(C(=CC2C1=O)C1=CC(N(C=C1OC)C)=O)C(C)C)C1=CC=C(C=C1)Cl (5-(5-Chloro-2-methoxy-pyridin-3-yl)-6-(4-chloro-phenyl)-1-isopropyl-2-(5-methoxy-1-methyl-2-oxo-1,2-dihydro-pyridin-4-yl)-5,6-dihydro-1H-pyrrolo[3,4-b]pyrrol-4-one). RXN SMILES: Br[C:2]1[N:6]([CH:7]([CH3:9])[CH3:8])[C:5]2[CH:10]([C:23]3[CH:28]=[CH:27][C:26]([Cl:29])=[CH:25][CH:24]=3)[N:11]([C:14]3[C:15]([O:21][CH3:22])=[N:16][CH:17]=[C:18]([Cl:20])[CH:19]=3)[C:12](=[O:13])[C:4]=2[CH:3]=1.[CH3:30][O:31][C:32]1[C:33](B2OC(C)(C)C(C)(C)O2)=[CH:34][C:35](=[O:39])[N:36]([CH3:38])[CH:37]=1.BrC1N(C(C)C)C2C(C3C=CC(Cl)=CC=3)N(C3C=C(Cl)C=CC=3C)C(=O)C=2C=1.COC1C(B2OC(C)(C)C(C)(C)O2)=CN=C(N)N=1>>[Cl:20][C:18]1[CH:19]=[C:14]([N:11]2[C:12](=[O:13])[C:4]3[CH:3]=[C:2]([C:33]4[C:32]([O:31][CH3:30])=[CH:37][N:36]([CH3:38])[C:35](=[O:39])[CH:34]=4)[N:6]([CH:7]([CH3:9])[CH3:8])[C:5]=3[CH:10]2[C:23]2[CH:28]=[CH:27][C:26]([Cl:29])=[CH:25][CH:24]=2)[C:15]([O:21][CH3:22])=[N:16][CH:17]=1. Reported procedure: The title compound was prepared in analogy to the procedure described for Example 25 but 2-bromo-5-(5-chloro-2-methoxy-pyridin-3-yl)-6-(4-chloro-phenyl)-1-isopropyl-5,6-dihydro-1H-pyrrolo[3,4-b]pyrrol-4-one (Intermediate BF) and 5-methoxy-1-methyl-4-(4,4,5,5-tetramethyl-[1,3,2]dioxaborolan-2-yl)-1H-pyridin-2-one (Intermediate AR) were used instead of 2-bromo-5-(5-chloro-2-methyl-phenyl)-6-(4-chloro-phenyl)-1-isopropyl-5,6-dihydro-1H-pyrrolo[3,4-b]pyrrol-4-one and 4-methoxy-5-(4,4,5,5-tetramethyl... The reactants are NC1=NNC(=C1)C1=CC=CC=C1 (3-amino-5-phenylpyrazole), ClC1=NC=C(C(=N1)Cl)Cl (2,4,5-trichloropyrimidine), C([O-])([O-])=O.[Na+].[Na+] (sodium carbonate). The solvent is CCO (EtOH). Reaction conditions: temperature 40 celsius. Product: ClC1=NC=C(C(=N1)NC1=NNC(=C1)C1=CC=CC=C1)Cl (2,5-Dichloro-N-(5-phenyl-1H-pyrazol-3-yl)pyrimidin-4-amine). Reaction SMILES: [NH2:1][C:2]1[CH:6]=[C:5]([C:7]2[CH:12]=[CH:11][CH:10]=[CH:9][CH:8]=2)[NH:4][N:3]=1.[Cl:13][C:14]1[N:19]=[C:18](Cl)[C:17]([Cl:21])=[CH:16][N:15]=1.C(=O)([O-])[O-].[Na+].[Na+]>CCO>[Cl:13][C:14]1[N:19]=[C:18]([NH:1][C:2]2[CH:6]=[C:5]([C:7]3[CH:12]=[CH:11][CH:10]=[CH:9][CH:8]=3)[NH:4][N:3]=2)[C:17]([Cl:21])=[CH:16][N:15]=1 |f:2.3.4|. Procedure: The mixture of 3-amino-5-phenylpyrazole (103 mg, 0.65 mmol), 2,4,5-trichloropyrimidine (74.5 μL, 0.65 mmol), and sodium carbonate (68.9 mg, 0.65) in 3 mL of EtOH is heated at 40° C. over night. The precipitate is filtered, washed by cold EtOH, and dried in vacuo to afford 2,5-Dichloro-N-(5-phenyl-1H-pyrazol-3-yl)pyrimidin-4-amine; ESMS m/z 306.0 (M+H+). The reactants are CC(C(=O)NC1=C(C=C(C(=C1)OCC1=CC=CC=C1)OCC1=CC=CC=C1)[N+](=O)[O-])(C)C (2,2-Dimethyl-N-[2-nitro-4,5-bis(phenylmethoxy)phenyl]propanamide), [H][H] (hydrogen). The reagents and catalysts are [Pt](=O)=O (platinum (IV) oxide). Solvent: CN(C=O)C (dimethylformamide). Conditions: temperature 60 celsius. Product: NC1=C(C=C(C(=C1)OCC1=CC=CC=C1)OCC1=CC=CC=C1)NC(C(C)(C)C)=O (N-[2-Amino-4,5-bis(phenylmethoxy)phenyl]2,2-dimethylpropanamide). RXN SMILES: [CH3:1][C:2]([CH3:32])([CH3:31])[C:3]([NH:5][C:6]1[CH:11]=[C:10]([O:12][CH2:13][C:14]2[CH:19]=[CH:18][CH:17]=[CH:16][CH:15]=2)[C:9]([O:20][CH2:21][C:22]2[CH:27]=[CH:26][CH:25]=[CH:24][CH:23]=2)=[CH:8][C:7]=1[N+:28]([O-])=O)=[O:4].[H][H]>CN(C)C=O.[Pt](=O)=O>[NH2:28][C:7]1[CH:8]=[C:9]([O:20][CH2:21][C:22]2[CH:23]=[CH:24][CH:25]=[CH:26][CH:27]=2)[C:10]([O:12][CH2:13][C:14]2[CH:15]=[CH:16][CH:17]=[CH:18][CH:19]=2)=[CH:11][C:6]=1[NH:5][C:3](=[O:4])[C:2]([CH3:31])([CH3:1])[CH3:32]. Procedure: Under nitrogen, the title compound of Example 28A (15.77 g, 35.0 mmol) was dissolved in 350 ml dimethylformamide. 500 mg platinum (IV) oxide were added, the mixture was heated to 60° C. and hydrogenated by monitoring with thin layer chromatography until the end of the reaction (1-5 days). The hydrogen was replaced with nitrogen, the catalyst was filtered off and the filtrate evaporated (all operations under nitrogen, otherwise the product has a deep blue color). The residue was triturated with d... Starting materials: C(C)(C)(C)OC(COC1=CC(=CC=C1)CNS(=O)(=O)C=1C=NC=CC1)=O ({3-[(pyridine-3-sulfonylamino)-methyl]-phenoxy}-acetic acid tert-butyl ester), BrCC1=CC=C(C=C1)C(CO[Si](C)(C)C(C)(C)C)(C)C ([2-(4-bromomethyl-phenyl)-2-methyl-propoxy]-tert-butyl-dimethyl-silane). Reaction conditions: time 1 hour. The product is C(C)(C)(C)OC(COC1=CC(=CC=C1)CN(S(=O)(=O)C=1C=NC=CC1)CC1=CC=C(C=C1)C(CO[Si](C)(C)C(C)(C)C)(C)C)=O ((3-{[{4-[2-(tert-Butyl-dimethyl-silanyloxy)-1,1-dimethyl-ethyl]-benzyl}-(pyridine-3-sulfonyl)-amino]-methyl}-phenoxy)-acetic acid tert-butyl ester). As a reaction SMILES: [C:1]([O:5][C:6](=[O:26])[CH2:7][O:8][C:9]1[CH:14]=[CH:13][CH:12]=[C:11]([CH2:15][NH:16][S:17]([C:20]2[CH:21]=[N:22][CH:23]=[CH:24][CH:25]=2)(=[O:19])=[O:18])[CH:10]=1)([CH3:4])([CH3:3])[CH3:2].Br[CH2:28][C:29]1[CH:34]=[CH:33][C:32]([C:35]([CH3:46])([CH3:45])[CH2:36][O:37][Si:38]([C:41]([CH3:44])([CH3:43])[CH3:42])([CH3:40])[CH3:39])=[CH:31][CH:30]=1>>[C:1]([O:5][C:6](=[O:26])[CH2:7][O:8][C:9]1[CH:14]=[CH:13][CH:12]=[C:11]([CH2:15][N:16]([CH2:28][C:29]2[CH:30]=[CH:31][C:32]([C:35]([CH3:46])([CH3:45])[CH2:36][O:37][Si:38]([C:41]([CH3:44])([CH3:43])[CH3:42])([CH3:39])[CH3:40])=[CH:33][CH:34]=2)[S:17]([C:20]2[CH:21]=[N:22][CH:23]=[CH:24][CH:25]=2)(=[O:19])=[O:18])[CH:10]=1)([CH3:4])([CH3:2])[CH3:3]. Procedure: The title compound was prepared by alkylation of {3-[(pyridine-3-sulfonylamino)-methyl]-phenoxy}-acetic acid tert-butyl ester (122 mg, 0.322 mmol) with [2-(4-bromomethyl-phenyl)-2-methyl-propoxy]-tert-butyl-dimethyl-silane (121 mg, 0.339 mmol) following the procedure described for Example 1, Step A. The reaction time was 1 h. The crude product (238 mg) was used in the next step without purification. MS 655 (M+1).